From a dataset of the Open Reaction Database (ORD), a public repository of structured organic reaction records. describe an organic reaction: reactants, conditions, products, and yield Starting materials: Cl (hydrochloric acid), O (water), O1C2=C(CC1)C=C1CCCC(C1=C2)=O (2,3,5,6,7,8-Hexahydronaphtho[2,3-b]furan-8-one), amalgam, mercuric chloride. Reagents/catalysts: [Zn] (zinc). Run in C1(=CC=CC=C1)C (toluene). Product: O1C2=C(CC1)C=C1CCCCC1=C2 (2,3,5,6,7,8-Hexahydronaphtho[2,3-b]furan). As a reaction SMILES: Cl.O.[O:3]1[CH2:7][CH2:6][C:5]2[CH:8]=[C:9]3[C:14](=[CH:15][C:4]1=2)[C:13](=O)[CH2:12][CH2:11][CH2:10]3>[Zn].C1(C)C=CC=CC=1>[O:3]1[CH2:7][CH2:6][C:5]2[CH:8]=[C:9]3[C:14](=[CH:15][C:4]1=2)[CH2:13][CH2:12][CH2:11][CH2:10]3. Reported procedure: An amalgam of zinc and mercuric chloride (72 g Zn and 7.1 g HgCl2) is added to a mixture containing 120 ml of concentrated hydrochloric acid, 57 ml of water, 30 g of the compound of Example 1 and 71 ml of toluene, with stirring. Reactants: COC(=O)C=1N=C(SC1)NC([C@H](CC1=CC=CC=C1)NC([C@@H](C1=CC=CC=C1)N)=O)=O (2-[(S)-2-((R)-2-amino-2-phenyl-acetylamino)-3-phenyl-propionylamino]-thiazole-4-carboxylic acid methyl ester), C(C)(C)N(CC)C(C)C (diisopropylethylamine), O=C(OC(Cl)(Cl)Cl)Cl (diphosgene). Run in O1CCCC1 (tetrahydrofuran), C1(=CC=CC=C1)C (toluene), O1CCCC1 (tetrahydrofuran), C(C)(=O)OCC (ethyl acetate). Reaction conditions: temperature 0 celsius, time 20 minute. Product: COC(=O)C=1N=C(SC1)NC([C@H](CC1=CC=CC=C1)N1C(N[C@@H](C1=O)C1=CC=CC=C1)=O)=O (2-[(S)-2-((R)-2,5-dioxo-4-phenyl-imidazolidin-1-yl)-3-phenyl-propionylamino]-thiazole-4-carboxylic acid methyl ester). Yield: 28.1%. As a reaction SMILES: [CH3:1][O:2][C:3]([C:5]1[N:6]=[C:7]([NH:10][C:11](=[O:31])[C@@H:12]([NH:20][C:21](=[O:30])[C@H:22]([NH2:29])[C:23]2[CH:28]=[CH:27][CH:26]=[CH:25][CH:24]=2)[CH2:13][C:14]2[CH:19]=[CH:18][CH:17]=[CH:16][CH:15]=2)[S:8][CH:9]=1)=[O:4].C(N(C(C)C)CC)(C)C.[O:41]=[C:42](Cl)OC(Cl)(Cl)Cl>O1CCCC1.C1(C)C=CC=CC=1.C(OCC)(=O)C>[CH3:1][O:2][C:3]([C:5]1[N:6]=[C:7]([NH:10][C:11](=[O:31])[C@@H:12]([N:20]2[C:21](=[O:30])[C@@H:22]([C:23]3[CH:28]=[CH:27][CH:26]=[CH:25][CH:24]=3)[NH:29][C:42]2=[O:41])[CH2:13][C:14]2[CH:19]=[CH:18][CH:17]=[CH:16][CH:15]=2)[S:8][CH:9]=1)=[O:4]. Reported procedure: A solution of 2-[(S)-2-((R)-2-amino-2-phenyl-acetylamino)-3-phenyl-propionylamino]-thiazole-4-carboxylic acid methyl ester (0.795 g, 1.82 mmol) and diisopropylethylamine (1.10 mL, 6.2 mmol) in tetrahydrofuran (20 mL) was added to a solution of diphosgene (0.151 μL, 1.27 mmol) in a mixture of toluene (20 mL) and tetrahydrofuran (20 mL) over 10 minute at 0° C. The mixture was stirred at 0° C. for 20 minute then diluted with ethyl acetate. The mixture was washed with water, brine and dried over sod...